This data is from the Open Reaction Database (ORD), a public repository of structured organic reaction records. The task is: describe an organic reaction: reactants, conditions, products, and yield Reactants: C(C)OC(=O)C1OC2=C(O1)C=CC(=C2)CC(C)N(C)C(=O)OC(C)(C)C (5-[2-(tert-butoxycarbonyl-methyl-amino)-propyl]-benzo[1,3]dioxole-2-carboxylic Acid Ethyl Ester), O (water), O.[OH-].[Li+] (lithium hydroxide monohydrate). The solvent is C1CCOC1 (THF), CO (methanol). Conditions: time 2.5 hour. Yields the product C(C)(C)(C)OC(=O)N(C(CC1=CC2=C(OC(O2)C(=O)O)C=C1)C)C (5-[2-(tert-butoxycarbonyl-methyl-amino)-propyl]-benzo[1,3]dioxole-2-carboxylic Acid). Reaction SMILES: C([O:3][C:4]([CH:6]1[O:10][C:9]2[CH:11]=[CH:12][C:13]([CH2:15][CH:16]([N:18]([C:20]([O:22][C:23]([CH3:26])([CH3:25])[CH3:24])=[O:21])[CH3:19])[CH3:17])=[CH:14][C:8]=2[O:7]1)=[O:5])C.O.O.[OH-].[Li+]>C1COCC1.CO>[C:23]([O:22][C:20]([N:18]([CH3:19])[CH:16]([CH3:17])[CH2:15][C:13]1[CH:12]=[CH:11][C:9]2[O:10][CH:6]([C:4]([OH:5])=[O:3])[O:7][C:8]=2[CH:14]=1)=[O:21])([CH3:25])([CH3:26])[CH3:24] |f:2.3.4|. Procedure details: To a mixture of 21 mg (0.06 mmol) of 1D in 0.5 mL of THF, 0.5 mL of methanol, and 1 mL of water was added 50 mg (1.19 mmol) of lithium hydroxide monohydrate as solid. The reaction mixture was allowed to stir at room temperature for 2.5 hours and concentrated to dryness. To the residue, 10 mL of water was added, and pH of the resulting mixture was adjusted to 2 using phosphoric acid. This was extracted with 3×35 mL of ethyl acetate. Organic layers were combined, dried (anhydrous Na2SO4) and conce... Starting materials: ClC=1C=NC=C(C1C)Cl (3,5-dichloro-4-methylpyridine), COC(=O)C1=CC=C(C=2OCC3(COCOC3)COC21)OC (9-Methoxy-spiro[2H-1,5-benzodioxepin-3(4H),5′-[1,3]dioxane]-6-carboxylic acid methyl ester), [Li+].C[Si](C)(C)[N-][Si](C)(C)C (LiHMDS). The solvent is C1CCOC1 (THF). The product is ClC=1C=NC=C(C1CC(=O)C1=CC=C(C=2OCC3(COCOC3)COC21)OC)Cl (2-(3,5-Dichloropyridin-4-yl)-1-{9-methoxy-spiro[2H-1,5-benzodioxepin-3(4H),5′-[1,3]dioxane]-6-yl}ethanone). As a reaction SMILES: [Cl:1][C:2]1[CH:3]=[N:4][CH:5]=[C:6]([Cl:9])[C:7]=1[CH3:8].C[O:11][C:12]([C:14]1[C:29]2[O:28][CH2:27][C:21]3([CH2:26][O:25][CH2:24][O:23][CH2:22]3)[CH2:20][O:19][C:18]=2[C:17]([O:30][CH3:31])=[CH:16][CH:15]=1)=O.[Li+].C[Si]([N-][Si](C)(C)C)(C)C>C1COCC1>[Cl:1][C:2]1[CH:3]=[N:4][CH:5]=[C:6]([Cl:9])[C:7]=1[CH2:8][C:12]([C:14]1[C:29]2[O:28][CH2:27][C:21]3([CH2:26][O:25][CH2:24][O:23][CH2:22]3)[CH2:20][O:19][C:18]=2[C:17]([O:30][CH3:31])=[CH:16][CH:15]=1)=[O:11] |f:2.3|. Procedure: Following the general procedure, condensation of 3,5-dichloro-4-methylpyridine (211 mg, 1.3 mmol) with compound 524 (310 mg, 1.0 mmol) in THF (6 mL) in the presence of LiHMDS (3 mL, 3.0 mmol) afforded compound 130 as a white solid material after purification by column chromatography (60-80% EtOAc in light petroleum). LC-MS: RT=3.64 min.; m/z 440.16, 442.17 (M+H)+, 438.27, 440.29 (M−H). 1H NMR (DMSO-d6): δ 8.65 (2H, s), 7.43 (1H, d, J 8.9), 6.89 (1H, d, J 8.9), 4.84 (1H, d, J 6.1), 4.79 (1H, d, J... Starting materials: [BH4-], Cc1ccc(Br)cc1, CO, O=C(O)C(F)(F)C(F)(F)F, [Mg], [Na+]. The product is Cc1ccc(C(O)C(F)(F)C(F)(F)F)cc1. Reaction SMILES: [BH4-:20].[Br:2][c:3]1[cH:4][cH:5][c:6]([CH3:9])[cH:7][cH:8]1.[CH3:22][OH:23].[F:10][C:11]([C:12]([C:13](=[O:14])[OH:15])([F:16])[F:17])([F:18])[F:19].[Mg:1].[Na+:21]>>[c:3]1([CH:13]([C:12]([C:11]([F:10])([F:18])[F:19])([F:16])[F:17])[OH:14])[cH:4][cH:5][c:6]([CH3:9])[cH:7][cH:8]1. Starting materials: S1C2=C(C=C1)C=C(C=C2)C2OC2 (2-(benzo[b]thiophen-5-yl)oxirane), CC(C)([O-])C.[K+] (potassium tert-butoxide), C(CO)O (ethylene glycol), ice water, C(C)(=O)OCC (ethyl acetate). The solvent is CS(=O)C (dimethyl sulfoxide). Conditions: temperature 80 celsius, time 30 minute. Product: S1C2=C(C=C1)C=C(C=C2)C(COCCO)O (1-(benzo[b]thiophen-5-yl)-2-(2-hydroxyethoxy)ethanol). As a reaction SMILES: [CH3:1][C:2](C)([O-:4])[CH3:3].[K+].[CH2:7]([OH:10])[CH2:8][OH:9].[S:11]1[CH:15]=[CH:14][C:13]2[CH:16]=C(C3CO3)[CH:18]=[CH:19][C:12]1=2.C(OCC)(=O)C>CS(C)=O>[S:11]1[CH:15]=[CH:14][C:13]2[CH:16]=[C:1]([CH:2]([OH:4])[CH2:3][O:9][CH2:8][CH2:7][OH:10])[CH:18]=[CH:19][C:12]1=2 |f:0.1|. Reported procedure: A mixture of 5.7 g of potassium tert-butoxide and 57 ml of ethylene glycol was heated to 80° C. Thereto was added, in 1.5 hours, a solution of 18 g of 2-(benzo[b]thiophen-5-yl)oxirane dissolved in 30 ml of dimethyl sulfoxide. The resulting mixture was stirred at the same temperature for 30 minutes. The reaction mixture was added to a mixture of 120 ml of ice water and 80 ml of ethyl acetate. The organic layer was separated. The aqueous layer was extracted twice each with 30 ml of ethyl acetate. ...